Dataset: the Open Reaction Database (ORD), a public repository of structured organic reaction records. Task: describe an organic reaction: reactants, conditions, products, and yield The reactants are C(#N)C1CCN(CC1)C(=O)N1CC(CC(C1)C1=CC=C(C=C1)C(F)(F)F)C(=O)O (1-[(4-Cyanopiperidin-1-yl)carbonyl]-5-[4-(trifluoromethyl)phenyl]piperidine-3-carboxylic acid), ON=C(N)C1CC1 (N′-Hydroxycyclopropanecarboximidamide). The product is C1(CC1)C1=NOC(=N1)C1CN(CC(C1)C1=CC=C(C=C1)C(F)(F)F)C(=O)N1CCC(CC1)C#N (1-({3-(3-Cyclopropyl-1,2,4-oxadiazol-5-yl)-5-[4-(trifluoromethyl)phenyl]piperidin-1-yl}carbonyl)-piperidine-4-carbonitrile). Reaction SMILES: [C:1]([CH:3]1[CH2:8][CH2:7][N:6]([C:9]([N:11]2[CH2:16][CH:15]([C:17]3[CH:22]=[CH:21][C:20]([C:23]([F:26])([F:25])[F:24])=[CH:19][CH:18]=3)[CH2:14][CH:13]([C:27]([OH:29])=O)[CH2:12]2)=[O:10])[CH2:5][CH2:4]1)#[N:2].O[N:31]=[C:32]([CH:34]1[CH2:36][CH2:35]1)[NH2:33]>>[CH:34]1([C:32]2[N:33]=[C:27]([CH:13]3[CH2:14][CH:15]([C:17]4[CH:18]=[CH:19][C:20]([C:23]([F:24])([F:26])[F:25])=[CH:21][CH:22]=4)[CH2:16][N:11]([C:9]([N:6]4[CH2:5][CH2:4][CH:3]([C:1]#[N:2])[CH2:8][CH2:7]4)=[O:10])[CH2:12]3)[O:29][N:31]=2)[CH2:36][CH2:35]1. Procedure: 100 mg (0.244 mmol) of 1-[(4-cyanopiperidin-1-yl)carbonyl]-5-[4-(trifluoromethyl)phenyl]piperidine-3-carboxylic acid (Example 100A) and 26.9 mg (0.269 mmol) of N′-hydroxycyclopropanecarboximidamide (Example 78A) were reacted according to the General Method 1. Yield: 78.3 mg (66% of theory). Starting materials: O=C=Nc1cccc(S(=O)(=O)F)c1, Nc1cc(C(=O)Nc2cc(S(=O)(=O)O)cc3cc(S(=O)(=O)O)cc(S(=O)(=O)O)c23)cc(C(=O)Nc2cc(S(=O)(=O)O)cc3cc(S(=O)(=O)O)cc(S(=O)(=O)O)c23)c1, O. Product: O=C(Nc1cc(C(=O)Nc2cc(S(=O)(=O)O)cc3cc(S(=O)(=O)O)cc(S(=O)(=O)O)c23)cc(C(=O)Nc2cc(S(=O)(=O)O)cc3cc(S(=O)(=O)O)cc(S(=O)(=O)O)c23)c1)Nc1cccc(S(=O)(=O)F)c1. RXN SMILES: [F:58][S:59](=[O:60])(=[O:61])[c:62]1[cH:63][c:64]([N:68]=[C:69]=[O:70])[cH:65][cH:66][cH:67]1.[NH2:1][c:2]1[cH:3][c:4]([C:33](=[O:34])[NH:35][c:36]2[cH:37][c:38]([S:54](=[O:55])(=[O:56])[OH:57])[cH:39][c:40]3[cH:41][c:42]([S:50](=[O:51])(=[O:52])[OH:53])[cH:43][c:44]([S:46](=[O:47])(=[O:48])[OH:49])[c:45]23)[cH:5][c:6]([C:8](=[O:9])[NH:10][c:11]2[cH:12][c:13]([S:29](=[O:30])(=[O:31])[OH:32])[cH:14][c:15]3[cH:16][c:17]([S:25](=[O:26])(=[O:27])[OH:28])[cH:18][c:19]([S:21](=[O:22])(=[O:23])[OH:24])[c:20]23)[cH:7]1.[OH2:71]>>[NH:1]([c:2]1[cH:3][c:4]([C:33](=[O:34])[NH:35][c:36]2[cH:37][c:38]([S:54](=[O:55])(=[O:56])[OH:57])[cH:39][c:40]3[cH:41][c:42]([S:50](=[O:51])(=[O:52])[OH:53])[cH:43][c:44]([S:46](=[O:47])(=[O:48])[OH:49])[c:45]23)[cH:5][c:6]([C:8](=[O:9])[NH:10][c:11]2[cH:12][c:13]([S:29](=[O:30])(=[O:31])[OH:32])[cH:14][c:15]3[cH:16][c:17]([S:25](=[O:26])(=[O:27])[OH:28])[cH:18][c:19]([S:21](=[O:22])(=[O:23])[OH:24])[c:20]23)[cH:7]1)[C:69]([NH:68][c:64]1[cH:63][c:62]([S:59]([F:58])(=[O:60])=[O:61])[cH:67][cH:66][cH:65]1)=[O:70]. Reactants: C(C)OC(=O)C1(C(C1)C=C)NC(=O)C1N(CC(C1)OC1=CC(=NC2=C(C(=CC=C12)OC)Cl)C=1SC=C(N1)C(C)C)C(C(CCCCCC=C)(C)C)=O (1-[[4-[8-chloro-2-(4-isopropylthiazol-2-yl)-7-methoxyquinolin-4-yloxy]-1-(2,2-dimethylnon-8-enoyl)pyrrolidine-2-carbonyl]amino]-2-vinylcyclopropanecarboxylic acid ethyl ester), C(C)(C)C=1N=C(SC1)C1=NC2=CC(=CC=C2C(=C1)OC1CN2C(CCCCCCC=CC3CC3(NC(C2C1)=O)C(=O)O)=O)OC (18-[2-[4-(isopropyl)thiazol-2-yl]-7-methoxyquinolin-4-yloxy]-2,15-dioxo-3,16-diazatricyclo[14.3.0.04,6]nonadec-7-ene-4-carboxylic acid). The product is ClC=1C(=CC=C2C(=CC(=NC12)C=1SC=C(N1)C(C)C)OC1CN2C(C(CCCCCC=CC3CC3(NC(C2C1)=O)C(=O)O)(C)C)=O)OC (18-[8-chloro-2-(4-isopropylthiazol-2-yl)-7-methoxyquinolin-4-yloxy]-14,14-dimethyl-2,15-dioxo-3,16-diazatricyclo[14.3.0.04,6]nonadec-7-ene-4-carboxylic acid). As a reaction SMILES: C([O:3][C:4]([C:6]1([NH:11][C:12]([CH:14]2[CH2:18][CH:17]([O:19][C:20]3[C:29]4[C:24](=[C:25]([Cl:32])[C:26]([O:30][CH3:31])=[CH:27][CH:28]=4)[N:23]=[C:22]([C:33]4[S:34][CH:35]=[C:36]([CH:38]([CH3:40])[CH3:39])[N:37]=4)[CH:21]=3)[CH2:16][N:15]2[C:41](=[O:52])[C:42]([CH3:51])([CH3:50])[CH2:43][CH2:44][CH2:45][CH2:46][CH2:47][CH:48]=[CH2:49])=[O:13])[CH2:8][CH:7]1C=C)=[O:5])C.C(C1N=C(C2C=C(OC3CC4N(C(=O)CCCCCCC=CC5C(C(O)=O)(NC4=O)C5)C3)C3C(=CC(OC)=CC=3)N=2)SC=1)(C)C>>[Cl:32][C:25]1[C:26]([O:30][CH3:31])=[CH:27][CH:28]=[C:29]2[C:24]=1[N:23]=[C:22]([C:33]1[S:34][CH:35]=[C:36]([CH:38]([CH3:39])[CH3:40])[N:37]=1)[CH:21]=[C:20]2[O:19][CH:17]1[CH2:18][CH:14]2[N:15]([C:41](=[O:52])[C:42]([CH3:51])([CH3:50])[CH2:43][CH2:44][CH2:45][CH2:46][CH2:47][CH:48]=[CH:49][CH:8]3[C:6]([C:4]([OH:3])=[O:5])([NH:11][C:12]2=[O:13])[CH2:7]3)[CH2:16]1. Procedure details: The title compound was prepared from 1-[[4-[8-chloro-2-(4-isopropylthiazol-2-yl)-7-methoxyquinolin-4-yloxy]-1-(2,2-dimethylnon-8-enoyl)pyrrolidine-2-carbonyl]amino]-2-vinylcyclopropanecarboxylic acid ethyl ester (53) following the procedure (Steps G and H) reported for 18-[2-[4-(isopropyl)thiazol-2-yl]-7-methoxyquinolin-4-yloxy]-2,15-dioxo-3,16-diazatricyclo[14.3.0.04,6]nonadec-7-ene-4-carboxylic acid 10: m/z=695 (M+H)+. The reactants are C1(CCCC1)CC(C(=O)O)N1N=CC(=CC1=O)OC (3-cyclopentyl-2-(4-methoxy-6-oxo-6H-pyridazin-1-yl)-propionic acid), [B-](F)(F)(F)F.CN(C)C(=[N+](C)C)ON1C(=O)CCC1=O (N,N,N′,N′-tetramethyl-O—(N-succinimidyl)uronium tetrafluoroborate), C(C)(C)N(C(C)C)CC (N,N-diisopropylethylamine), S1C(=NC=C1)N (thiazol-2-ylamine). Run in C(Cl)Cl (methylene chloride). Reaction conditions: temperature 25 celsius, time 2 hour. Yields the product C1(CCCC1)CC(C(=O)NC=1SC=CN1)N1N=CC(=CC1=O)OC (3-cyclopentyl-2-(4-methoxy-6-oxo-6H-pyridazin-1-yl)-N-thiazol-2-yl-propionamide). Isolated yield 32.1%. Reaction SMILES: [CH:1]1([CH2:6][CH:7]([N:11]2[C:16](=[O:17])[CH:15]=[C:14]([O:18][CH3:19])[CH:13]=[N:12]2)[C:8]([OH:10])=O)[CH2:5][CH2:4][CH2:3][CH2:2]1.[B-](F)(F)(F)F.CN(C(ON1C(=O)CCC1=O)=[N+](C)C)C.C(N(CC)C(C)C)(C)C.[S:49]1[CH:53]=[CH:52][N:51]=[C:50]1[NH2:54]>C(Cl)Cl>[CH:1]1([CH2:6][CH:7]([N:11]2[C:16](=[O:17])[CH:15]=[C:14]([O:18][CH3:19])[CH:13]=[N:12]2)[C:8]([NH:54][C:50]2[S:49][CH:53]=[CH:52][N:51]=2)=[O:10])[CH2:2][CH2:3][CH2:4][CH2:5]1 |f:1.2|. Reported procedure: A solution of 3-cyclopentyl-2-(4-methoxy-6-oxo-6H-pyridazin-1-yl)-propionic acid (100 mg, 0.37 mmol) in methylene chloride (2.08 mL, 0.18M) at 25° C. was treated with N,N,N′,N′-tetramethyl-O—(N-succinimidyl)uronium tetrafluoroborate (135.6 mg, 0.45 mmol) and N,N-diisopropylethylamine (0.196 mL, 1.12 mmol). The resulting solution was stirred at 25° C. for 2 h. After this time, the reaction was treated with thiazol-2-ylamine (49 mg, 0.48 mmol). The resulting solution was stirred at 25° C. for 1 d.... The reactants are CC(=O)Oc1ccc2c(c1Cl)Sc1ccccc1N2, CC(=O)Cl, CC(C)(C)[O-], [K+], CN(C)C=O, O. The product is CC(=O)Oc1ccc2c(c1Cl)Sc1ccccc1N2C(C)=O. Reaction SMILES: [C:1]([CH3:2])(=[O:3])[O:4][c:5]1[cH:6][cH:7][c:8]2[c:17]([c:18]1[Cl:19])[S:16][c:15]1[c:10]([cH:11][cH:12][cH:13][cH:14]1)[NH:9]2.[CH3:20][C:21]([Cl:22])=[O:23].[CH3:29][C:30]([CH3:31])([O-:32])[CH3:33].[K+:34].[O:24]=[CH:25][N:26]([CH3:27])[CH3:28].[OH2:35]>>[C:1]([CH3:2])(=[O:3])[O:4][c:5]1[cH:6][cH:7][c:8]2[c:17]([c:18]1[Cl:19])[S:16][c:15]1[c:10]([cH:11][cH:12][cH:13][cH:14]1)[N:9]2[C:21]([CH3:20])=[O:23]. Yields the product COC(=O)c1ccc(C(=O)NC(C)c2cccs2)s1. Reactants: ClCCl, O, On1nnc2ccccc21, COC(=O)c1ccc(C(=O)[O-])s1, CC(N)c1cccs1. RXN SMILES: [Cl:32][CH2:33][Cl:34].[OH2:13].[OH:14][n:15]1[c:16]2[cH:17][cH:18][cH:19][cH:20][c:21]2[n:22][n:23]1.[s:1]1[c:2]([C:9](=[O:10])[O:11][CH3:12])[cH:3][cH:4][c:5]1[C:6](=[O:7])[O-:8].[s:24]1[c:25]([CH:29]([CH3:30])[NH2:31])[cH:26][cH:27][cH:28]1>>[s:1]1[c:2]([C:9](=[O:10])[O:11][CH3:12])[cH:3][cH:4][c:5]1[C:6](=[O:8])[NH:31][CH:29]([c:25]1[s:24][cH:28][cH:27][cH:26]1)[CH3:30].